Dataset: the Open Reaction Database (ORD), a public repository of structured organic reaction records. Task: describe an organic reaction: reactants, conditions, products, and yield Reactants: OC1=NC(=CC=C1)CN1C(CN(CC1)C(=O)OC(C)(C)C)=O (1-(2-Hydroxy-6-pyridylmethyl)-4-tert-butoxycarbonyl-2-piperazinone), BrN1C(CCC1=O)=O (N-bromosuccinimide). The solvent is C(Cl)(Cl)Cl (chloroform). Run at time 30 minute. The product is BrC=1C=CC(=NC1CN1C(CN(CC1)C(=O)OC(C)(C)C)=O)O (1-(5-Bromo-2-hydroxy-6-pyridylmethyl)-4-tert-butoxycarbonyl-2-piperazinone). RXN SMILES: [OH:1][C:2]1[CH:7]=[CH:6][CH:5]=[C:4]([CH2:8][N:9]2[CH2:14][CH2:13][N:12]([C:15]([O:17][C:18]([CH3:21])([CH3:20])[CH3:19])=[O:16])[CH2:11][C:10]2=[O:22])[N:3]=1.[Br:23]N1C(=O)CCC1=O>C(Cl)(Cl)Cl>[Br:23][C:5]1[CH:6]=[CH:7][C:2]([OH:1])=[N:3][C:4]=1[CH2:8][N:9]1[CH2:14][CH2:13][N:12]([C:15]([O:17][C:18]([CH3:19])([CH3:21])[CH3:20])=[O:16])[CH2:11][C:10]1=[O:22]. Reported procedure: To a solution of the product from Step A (511 mg, 1.66 mmol) in 10 mL of chloroform at 0° C. was added N-bromosuccinimide (296 mg, 1.66 mmol). After 30 minutes, the solution was concentrated in vacuo. The resulting product was purified by silica gel chromatography (3-4% MeOH/CH2Cl2) to provide the desired product. The reactants are C(C)(C)(C)OC(=O)N1[C@@H]2CC3=C([C@](CC1)([C@@H]2C)C)C=C(C=C3)B(O)O ((2R,6R,11S)-6,11-dimethyl-8-borono-1,2,5,6-tetrahydro-4H-2,6-methano-benzo[d]azocine-3-carboxylic acid tert-butyl ester), ClC1=NC(=NC=C1)C (4-chloro-2-methyl-pyrimidine), [O-]P(=O)([O-])[O-].[K+].[K+].[K+] (K3PO4), C1(CCCCC1)P(C1=C(C=CC=C1)C1=C(C=CC=C1OC)OC)C1CCCCC1 (2-dicyclohexylphosphino-2′,6′-dimethoxy-1,1′-biphenyl). Reagents/catalysts: CC(=O)[O-].CC(=O)[O-].[Pd+2] (Pd(OAc)2). The solvent is C(CCC)O (n-butanol), C(C)(=O)OCC (ethyl acetate). Reaction conditions: temperature 100 celsius, time 8 hour. Product: C[C@@]12C3=C(C[C@@H](NCC1)[C@H]2C)C=CC(=C3)C3=NC(=NC=C3)C ((2R,6R,11S)-6,11-Dimethyl-8-(2-methyl-pyrimidin-4-yl)-1,2,3,4,5,6-hexahydro-2,6-methano-benzo[d]azocine). RXN SMILES: C(OC([N:8]1[CH2:15][CH2:14][C@:13]2([CH3:18])[C@H:16]([CH3:17])[C@H:9]1[CH2:10][C:11]1[CH:22]=[CH:21][C:20](B(O)O)=[CH:19][C:12]=12)=O)(C)(C)C.Cl[C:27]1[CH:32]=[CH:31][N:30]=[C:29]([CH3:33])[N:28]=1.[O-]P([O-])([O-])=O.[K+].[K+].[K+].C1(P(C2CCCCC2)C2C=CC=CC=2C2C(OC)=CC=CC=2OC)CCCCC1>C(O)CCC.CC([O-])=O.CC([O-])=O.[Pd+2].C(OCC)(=O)C>[CH3:18][C@:13]12[C@H:16]([CH3:17])[C@H:9]([NH:8][CH2:15][CH2:14]1)[CH2:10][C:11]1[CH:22]=[CH:21][C:20]([C:27]3[CH:32]=[CH:31][N:30]=[C:29]([CH3:33])[N:28]=3)=[CH:19][C:12]2=1 |f:2.3.4.5,8.9.10|. Procedure: Pd(OAc)2 (3.3 mg) is added to a mixture of (2R,6R,11S)-6,11-dimethyl-8-borono-1,2,5,6-tetrahydro-4H-2,6-methano-benzo[d]azocine-3-carboxylic acid tert-butyl ester (0.30 g), 4-chloro-2-methyl-pyrimidine (93 mg), K3PO4 (0.31 g), and 2-dicyclohexylphosphino-2′,6′-dimethoxy-1,1′-biphenyl (11.5 mg) in n-butanol (2 mL) under argon atmosphere. The resulting mixture is heated to 100° C. and stirred at this temperature overnight. After cooling to room temperature, ethyl acetate is added, the resulting mi... Starting materials: CI (methyl iodide), N1C(CCC1)=CC(=O)C1=CC=CC=C1 (2-pyrrolidinylidene-acetophenone), [K].CC(C)([O-])C (potassium tert.-butoxide), CC(C)([O-])C.[K+] (potassium tert.-butoxide). The solvent is C1=CC=CC=C1 (benzene), CN(C=O)C (dimethylformamide), C1=CC=CC=C1 (benzene). Reaction conditions: time 2 hour. The product is CC(C(=O)C1=CC=CC=C1)=C1NCCC1 (2-methyl-2-(2-pyrrolidinylidene)-acetophenone). RXN SMILES: [NH:1]1[CH2:5][CH2:4][CH2:3][C:2]1=[CH:6][C:7]([C:9]1[CH:14]=[CH:13][CH:12]=[CH:11][CH:10]=1)=[O:8].[K].[CH3:16]C(C)([O-])C.CI.CC(C)([O-])C.[K+]>CN(C)C=O.C1C=CC=CC=1>[CH3:16][C:6](=[C:2]1[CH2:3][CH2:4][CH2:5][NH:1]1)[C:7]([C:9]1[CH:14]=[CH:13][CH:12]=[CH:11][CH:10]=1)=[O:8] |f:1.2,4.5,^1:14|. Procedure details: 17.0 g of α-(2-pyrrolidinylidene-acetophenone and 11.3 g of potassium-tert.-butoxide are dissolved in a mixture of 8 ml of dimethylformamide and 170 ml of benzene. A solution of 25 g of methyl iodide in 25 ml of benzene is added dropwise within 30 minutes. The reaction mixture heats up to 38°. It is stirred for 2 hours at room temperature; to the reaction mixture is then added a further 2.5 g of potassium tert.-butoxide and it is subsequently stirred for 15 hours at room temperature. The cloudy ... Reactants: C(C1=CC=CC=C1)N[C@H]1CC[C@H](CC1)C(C(=O)OC)C(=O)OC (dimethyl (cis-4-benzylaminocyclohexyl)malonate). The reagents and catalysts are [Pd] (palladium). Solvent: CO (methanol). Product: N[C@H]1CC[C@H](CC1)C(C(=O)OC)C(=O)OC (dimethyl (cis-4-aminocyclohexyl)malonate). The yield is 96.9%. Reaction SMILES: C([NH:8][C@@H:9]1[CH2:14][CH2:13][C@H:12]([CH:15]([C:20]([O:22][CH3:23])=[O:21])[C:16]([O:18][CH3:19])=[O:17])[CH2:11][CH2:10]1)C1C=CC=CC=1>CO.[Pd]>[NH2:8][C@@H:9]1[CH2:10][CH2:11][C@H:12]([CH:15]([C:16]([O:18][CH3:19])=[O:17])[C:20]([O:22][CH3:23])=[O:21])[CH2:13][CH2:14]1. Reported procedure: 23.0 g of dimethyl (cis-4-benzylaminocyclohexyl)malonate were dissolved in 200 ml of methanol and hydrogenated at 30 bar and 50° C. in the presence of 2 g of palladium catalyst (5% on carbon). Removal of the catalyst by filtration and subsequent concentration gave 16.0 g of the title product as a colourless oil. The reactants are S1C=NC=C1C1=CC2=C(C=N1)C=NN2C2=CC=CC(=N2)N2CCN(CC2)C(=O)OC(C)(C)C (tert-butyl 4-[6-(6-thiazol-5-ylpyrazolo[4,3-c]pyridin-1-yl)-2-pyridyl]piperazine-1-carboxylate), O1CCOCC1 (dioxane), O1CCOCC1 (dioxane). Solvent: Cl (hydrogen chloride). The product is N1(CCNCC1)C1=CC=CC(=N1)N1N=CC=2C=NC(=CC21)C2=CN=CS2 (5-[1-(6-piperazin-1-yl-2-pyridyl)pyrazolo[4,3-c]pyridin-6-yl]thiazole). Isolated yield 72.0%. As a reaction SMILES: [S:1]1[C:5]([C:6]2[N:11]=[CH:10][C:9]3[CH:12]=[N:13][N:14]([C:15]4[N:20]=[C:19]([N:21]5[CH2:26][CH2:25][N:24](C(OC(C)(C)C)=O)[CH2:23][CH2:22]5)[CH:18]=[CH:17][CH:16]=4)[C:8]=3[CH:7]=2)=[CH:4][N:3]=[CH:2]1.O1CCOCC1>Cl>[N:21]1([C:19]2[N:20]=[C:15]([N:14]3[C:8]4[CH:7]=[C:6]([C:5]5[S:1][CH:2]=[N:3][CH:4]=5)[N:11]=[CH:10][C:9]=4[CH:12]=[N:13]3)[CH:16]=[CH:17][CH:18]=2)[CH2:22][CH2:23][NH:24][CH2:25][CH2:26]1. Reported procedure: A mixture of tert-butyl 4-[6-(6-thiazol-5-ylpyrazolo[4,3-c]pyridin-1-yl)-2-pyridyl]piperazine-1-carboxylate in hydrogen chloride (4 mol/l) in dioxane (1.5 mL, 6.0 mmol) and dioxane 1.0 mL was stirred at RT 14 h. The reaction was concentrated. The crude product was submitted for reverse phase HPLC to give 109 (44 mg) in 72% yield. MS (ESI) m/z: 364.1. 1H NMR (400 MHz, DMSO) δ 9.20 (d, J=8.2 Hz, 2H), 8.94 (s, 1H), 8.64-8.59 (m, 1H), 8.43 (s, 1H), 7.77 (t, J=8.1 Hz, 1H), 7.23 (d, J=7.7 Hz, 1H), 6.8... Reactants: ClC=1C=NC=C(C1SC1=C(C=C(S1)C(=O)O)[N+](=O)[O-])Cl (5-[(3,5-dichloro-4-pyridyl)sulfanyl]-4-nitro-thiophene-2-carboxylic acid), CN1C2CC(CC1CC2)N (8-methyl-8-azabicyclo[3.2.1]octan-3-amine). Yields the product ClC=1C=NC=C(C1SC1=C(C=C(S1)C(=O)NC1CC2CCC(C1)N2C)[N+](=O)[O-])Cl (5-((3,5-dichloropyridin-4-yl)thio)-N-(8-methyl-8-azabicyclo[3.2.1]octan-3-yl)-4-nitrothiophene-2-carboxamide), solid. Yield: 20.0%. Reaction SMILES: [Cl:1][C:2]1[CH:3]=[N:4][CH:5]=[C:6]([Cl:20])[C:7]=1[S:8][C:9]1[S:13][C:12]([C:14]([OH:16])=O)=[CH:11][C:10]=1[N+:17]([O-:19])=[O:18].[CH3:21][N:22]1[CH:27]2[CH2:28][CH2:29][CH:23]1[CH2:24][CH:25]([NH2:30])[CH2:26]2>>[Cl:20][C:6]1[CH:5]=[N:4][CH:3]=[C:2]([Cl:1])[C:7]=1[S:8][C:9]1[S:13][C:12]([C:14]([NH:30][CH:25]2[CH2:26][CH:27]3[N:22]([CH3:21])[CH:23]([CH2:29][CH2:28]3)[CH2:24]2)=[O:16])=[CH:11][C:10]=1[N+:17]([O-:19])=[O:18]. Procedure: Prepared according to the procedure described for example 70 from 5-[(3,5-dichloro-4-pyridyl)sulfanyl]-4-nitro-thiophene-2-carboxylic acid (150 mg, 0.43 mmol) and 8-methyl-8-azabicyclo[3.2.1]octan-3-amine (71.0 mg, 0.52 mmol). The title compound was obtained as a solid (40 mg, 20% yield). 1H NMR (400 MHz, d6-DMSO) δ: 8.97 (2H, m), 8.52 (1H, s), 8.44 (1H, s), 3.85 (1H, m), 3.79 (2H, m), 2.64 (3H, m), 2.25 (2H, m), 2.22 (4H, m), 2.16 (2H, m). MS m/z: 475.35, 477.33 [M+H]+. The reactants are OCCN1C(C=2C(C1=O)=CC=CC2)=O (N-(2-hydroxyethyl)phthalimide), CCOC(=O)/N=N/C(=O)OCC (DEAD), OC1=CC=C(C(=O)OC)C=C1 (methyl 4-hydroxybenzoate), C1=CC=C(C=C1)P(C2=CC=CC=C2)C3=CC=CC=C3 (Ph3P). Run in CCOCC (ether), C1CCOC1 (THF), CN(C)C=O (DMF), C1CCOC1 (THF). The product is C1(C=2C(C(N1CCOC1=CC=C(C(=O)OC)C=C1)=O)=CC=CC2)=O (Methyl 4-(2-Phthalimidoethyloxy)benzoate). Reaction SMILES: [OH:1][CH2:2][CH2:3][N:4]1[C:8](=[O:9])[C:7]2=[CH:10][CH:11]=[CH:12][CH:13]=[C:6]2[C:5]1=[O:14].CCOC(/N=N/C(OCC)=O)=O.O[C:28]1[CH:37]=[CH:36][C:31]([C:32]([O:34][CH3:35])=[O:33])=[CH:30][CH:29]=1.C1C=CC(P(C2C=CC=CC=2)C2C=CC=CC=2)=CC=1>C1COCC1.CN(C=O)C.CCOCC>[C:8]1(=[O:9])[N:4]([CH2:3][CH2:2][O:1][C:28]2[CH:37]=[CH:36][C:31]([C:32]([O:34][CH3:35])=[O:33])=[CH:30][CH:29]=2)[C:5](=[O:14])[C:6]2=[CH:13][CH:12]=[CH:11][CH:10]=[C:7]12. Reported procedure: A solution of N-(2-hydroxyethyl)phthalimide (Aldrich, 19-1, 6.36 g, 33 mmol) and DEAD (5.7 mL, 36 mmol) in 25 mL THF and 10 mL DMF was added to a solution of methyl 4-hydroxybenzoate (1-2, 5.00 g, 33 mmol) and Ph3P (9.53 g, 36 mmol) in 100 mL THF during 1 h. After an additional hour the reaction was diluted with ether, washed twice with water, then 1N NaOH and brine, dried (MgSO4), filtered and concentrated. Flash chromatography (silica gel, CH2Cl2) provided 19-2 as a white solid. Starting materials: C1(=CC=CC=C1)CNCCCCCCOCCC1=CC=C(C=C1)NC(C)=O (N-[4-[2-[[6-[(phenylmethyl)amino]hexyl]oxy]ethyl]phenyl]acetamide), BrCC(=O)C1=CC(=CC=C1)O (2-bromo-1-(3-hydroxyphenyl)ethanone). The solvent is ClCCl (dichloromethane), O (water). Yields the product OC=1C=C(C=CC1)C(CN(CCCCCCOCCC1=CC=C(C=C1)NC(C)=O)CC1=CC=CC=C1)=O (N-[4-[2-[[6-[[2-(3-Hydroxyphenyl)-2-oxoethyl](phenylmethyl)amino]hexyl]oxy]ethyl]phenyl]acetamide). Isolated yield 52.1%. RXN SMILES: [C:1]1([CH2:7][NH:8][CH2:9][CH2:10][CH2:11][CH2:12][CH2:13][CH2:14][O:15][CH2:16][CH2:17][C:18]2[CH:23]=[CH:22][C:21]([NH:24][C:25](=[O:27])[CH3:26])=[CH:20][CH:19]=2)[CH:6]=[CH:5][CH:4]=[CH:3][CH:2]=1.Br[CH2:29][C:30]([C:32]1[CH:37]=[CH:36][CH:35]=[C:34]([OH:38])[CH:33]=1)=[O:31]>ClCCl.O>[OH:38][C:34]1[CH:33]=[C:32]([C:30](=[O:31])[CH2:29][N:8]([CH2:7][C:1]2[CH:2]=[CH:3][CH:4]=[CH:5][CH:6]=2)[CH2:9][CH2:10][CH2:11][CH2:12][CH2:13][CH2:14][O:15][CH2:16][CH2:17][C:18]2[CH:19]=[CH:20][C:21]([NH:24][C:25](=[O:27])[CH3:26])=[CH:22][CH:23]=2)[CH:37]=[CH:36][CH:35]=1. Reported procedure: A solution of N-[4-[2-[[6-[(phenylmethyl)amino]hexyl]oxy]ethyl]phenyl]acetamide (1 g), 2-bromo-1-(3-hydroxyphenyl)ethanone (0.61 g) and DEA (0.8 g) in dichloromethane (20 ml) was stirred under nitrogen for 18 h, diluted with water (20 ml), and extracted with dichloromethane (25 ml). The organic layer was washed with 8% sodium bicarbonate solution (20 ml), dried and evaporated in vacuo to give the title compound as a yellow oil (0.71 g). Reaction conditions: temperature 0 celsius. RXN SMILES: [CH3:1][O:2][C:3]1[CH:4]=[C:5]([CH:8]=[CH:9][C:10]=1[O:11][CH3:12])[CH2:6]O.S(Cl)([Cl:15])=O>C1(C)C=CC=CC=1>[CH3:1][O:2][C:3]1[CH:4]=[C:5]([CH:8]=[CH:9][C:10]=1[O:11][CH3:12])[CH2:6][Cl:15]. Yields the product COC=1C=C(CCl)C=CC1OC (3,4-Dimethoxybenzyl chloride). Starting materials: S(=O)(Cl)Cl (Thionyl chloride), alcohol, COC=1C=C(CO)C=CC1OC (3,4-dimethoxybenzyl alcohol). Reported procedure: 3,4-dimethoxybenzyl alcohol (20 g, 119 mmol) was dissolved in toluene (60 ml) and cooled to 0° C. Thionyl chloride (7.48 g, 61.4 mmol) was added dropwise to the cooled solution of the alcohol over a period of 30 minutes, and the reaction was maintained at 0° C. for an additional 30 minutes. The reaction was quenched by pouring onto an ice/water mix (100 ml), and the organic phase was separated. The aqueous phase was then extracted into toluene (2×20 ml) and the combined toluene solution was drie... Solvent: C1(=CC=CC=C1)C (toluene). Starting materials: COC1=CC=C(C=C1)C=C1C(NC(S1)=O)=O (5-[(4-Methoxyphenyl)methylidene]thiazolidine-2,4-dione), O1CCCC1 (tetrahydrofuran). The reagents and catalysts are [Pd] (palladium on carbon). Solvent: C(C)O (ethanol). Yields the product COC1=CC=C(C=C1)CC1C(NC(S1)=O)=O (5-[(4-Methoxyphenyl)methyl]thiazolidine-2,4-dione). Isolated yield 96.5%. RXN SMILES: [CH3:1][O:2][C:3]1[CH:8]=[CH:7][C:6]([CH:9]=[C:10]2[S:14][C:13](=[O:15])[NH:12][C:11]2=[O:16])=[CH:5][CH:4]=1.O1CCCC1>[Pd].C(O)C>[CH3:1][O:2][C:3]1[CH:4]=[CH:5][C:6]([CH2:9][CH:10]2[S:14][C:13](=[O:15])[NH:12][C:11]2=[O:16])=[CH:7][CH:8]=1. Reported procedure: 5-[(4-Methoxyphenyl)methylidene]thiazolidine-2,4-dione (6.00 g, 25.5 mmol), 10% palladium on carbon (6.00 g) and a mixed solvent of tetrahydrofuran and ethanol (2:1 v/v, 300 mL) were mixed, and hydrogenation was performed at room temperature and at an initial pressure of 294 kPa. After completion of the reaction, catalyst was filtered and the filtrate was concentrated. The residue was purified by silica gel chromatography (eluate n-hexane: ethyl acetate=2:1 v/v) to obtain 5.84 g (97%) of the tit...